From a dataset of the Open Reaction Database (ORD), a public repository of structured organic reaction records. describe an organic reaction: reactants, conditions, products, and yield Reactants: ClC1OC(COCc2ccccc2)C(OCc2ccccc2)C1OCc1ccccc1, CN(C)C=O, Clc1nccc2[nH]cnc12, [H-], [Na+]. The product is Clc1nccc2c1ncn2C1OC(COCc2ccccc2)C(OCc2ccccc2)C1OCc1ccccc1. RXN SMILES: [CH2:13]([c:14]1[cH:15][cH:16][cH:17][cH:18][cH:19]1)[O:20][CH:21]1[CH:22]([Cl:43])[O:23][CH:24]([CH2:34][O:35][CH2:36][c:37]2[cH:38][cH:39][cH:40][cH:41][cH:42]2)[CH:25]1[O:26][CH2:27][c:28]1[cH:29][cH:30][cH:31][cH:32][cH:33]1.[CH3:44][N:45]([CH3:46])[CH:47]=[O:48].[Cl:3][c:4]1[n:5][cH:6][cH:7][c:8]2[c:9]1[n:10][cH:11][nH:12]2.[H-:1].[Na+:2]>>[Cl:3][c:4]1[n:5][cH:6][cH:7][c:8]2[c:9]1[n:10][cH:11][n:12]2[CH:22]1[CH:21]([O:20][CH2:13][c:14]2[cH:15][cH:16][cH:17][cH:18][cH:19]2)[CH:25]([O:26][CH2:27][c:28]2[cH:29][cH:30][cH:31][cH:32][cH:33]2)[CH:24]([CH2:34][O:35][CH2:36][c:37]2[cH:38][cH:39][cH:40][cH:41][cH:42]2)[O:23]1. Reactants: C(C)(=O)O (acetic acid), BrC1=C(OC=C1)C(=O)OCC (ethyl 3-bromofuran-2-carboxylate), CC(=O)C (acetone), CC(C)([O-])C.[K+] (potassium tert-butoxide). Run in O (water), C1(=CC=CC=C1)C (toluene). Conditions: time 2 hour. Yields the product BrC1=C(OC=C1)C(CC(C)=O)=O (1-(3-bromofuran-2-yl)butane-1,3-dione). RXN SMILES: [Br:1][C:2]1[CH:6]=[CH:5][O:4][C:3]=1[C:7]([O:9]CC)=O.[CH3:12][C:13]([CH3:15])=[O:14].CC(C)([O-])C.[K+].C(O)(=O)C>C1(C)C=CC=CC=1.O>[Br:1][C:2]1[CH:6]=[CH:5][O:4][C:3]=1[C:7](=[O:9])[CH2:12][C:13](=[O:14])[CH3:15] |f:2.3|. Procedure details: To a solution of ethyl 3-bromofuran-2-carboxylate (16.2 g) and acetone (5.14 mL) in toluene (250 mL) was added potassium tert-butoxide (15.7 g) at 0° C. portionwise. The reaction mixture was stirred at room temperature for 2 hr, and acetic acid (8.01 mL) and water (250 mL) were added. The organic layer was separated, washed with saturated brine, dried over anhydrous magnesium sulfate, and concentrated under reduced pressure. The residue was purified by silica gel column chromatography (hexane/et... Product: Cn1cc(OS(C)(=O)=O)c(=O)c2cccc(F)c21. RXN SMILES: [CH3:17][S:18]([Cl:19])(=[O:20])=[O:21].[F:1][c:2]1[cH:3][cH:4][cH:5][c:6]2[c:7](=[O:14])[c:8]([OH:13])[cH:9][n:10]([CH3:12])[c:11]12.[Na+:16].[OH-:15].[OH2:22]>>[F:1][c:2]1[cH:3][cH:4][cH:5][c:6]2[c:7](=[O:14])[c:8]([O:13][S:18]([CH3:17])(=[O:20])=[O:21])[cH:9][n:10]([CH3:12])[c:11]12. Reactants: CS(=O)(=O)Cl, Cn1cc(O)c(=O)c2cccc(F)c21, [Na+], [OH-], O. Yields the product [Cl-].ClCC[N+]1=CC=C(C=C1)N1CCC(CC1)NN1C(CN(CC1)S(=O)(=O)C1=CC2=CC=C(C=C2C=C1)Cl)=O (1-(2-Chloroethyl)-4-[4-[4-(6-chloronaphthalene-2-sulfonyl)-2-oxo-1-piperazinylamino]-1-piperidinyl]pyridinium Chloride). Starting materials: NN1C(CN(CC1)S(=O)(=O)C1=CC2=CC=C(C=C2C=C1)Cl)=O (1-amino-4-(6-chloronaphthalene-2-sulfonyl)-2-piperazinone), C(#N)[BH3-].[Na+] (sodium cyanoborohydride), 4A, N1=CC=C(C=C1)N1CCC(CC1)=O (1-(4-pyridyl)-4-piperidone), ClCCCl (1,2-dichloroethane). Conditions: time 1 hour. Procedure details: A solution of 1-amino-4-(6-chloronaphthalene-2-sulfonyl)-2-piperazinone (33.98 g) and 1-(4-pyridyl)-4-piperidone (18.50 g) in ethanol (1 L)/1,2-dichloroethane (300 ml) was dehydrated using a Soxlet extractor packed with molecular sieves 4A while refluxing for 3 days. Any insolubles were filtered off and the reaction mixture was concentrated to obtain a residue, which was dissolved in methanol (1 L), combined with acetic acid (33.82 g) while cooling on ice, followed by sodium cyanoborohydride (17... Run in C(C)(=O)O (acetic acid), CO (methanol), C(C)O (ethanol). RXN SMILES: [NH2:1][N:2]1[CH2:7][CH2:6][N:5]([S:8]([C:11]2[CH:20]=[CH:19][C:18]3[C:13](=[CH:14][CH:15]=[C:16]([Cl:21])[CH:17]=3)[CH:12]=2)(=[O:10])=[O:9])[CH2:4][C:3]1=[O:22].[N:23]1[CH:28]=[CH:27][C:26]([N:29]2[CH2:34][CH2:33][C:32](=O)[CH2:31][CH2:30]2)=[CH:25][CH:24]=1.[Cl:36][CH2:37][CH2:38]Cl.C([BH3-])#N.[Na+]>C(O)C.CO.C(O)(=O)C>[Cl-:21].[Cl:36][CH2:37][CH2:38][N+:23]1[CH:28]=[CH:27][C:26]([N:29]2[CH2:34][CH2:33][CH:32]([NH:1][N:2]3[CH2:7][CH2:6][N:5]([S:8]([C:11]4[CH:20]=[CH:19][C:18]5[C:13](=[CH:14][CH:15]=[C:16]([Cl:21])[CH:17]=5)[CH:12]=4)(=[O:9])=[O:10])[CH2:4][C:3]3=[O:22])[CH2:31][CH2:30]2)=[CH:25][CH:24]=1 |f:3.4,8.9|. Starting materials: CC(=O)O, COc1cc(CN)nc(SC)n1, [Na+], [OH-]. Yields the product COc1cc(CNC(C)=O)nc(SC)n1. RXN SMILES: [CH3:13][C:14]([OH:15])=[O:16].[NH2:1][CH2:2][c:3]1[cH:4][c:5]([O:11][CH3:12])[n:6][c:7]([S:9][CH3:10])[n:8]1.[Na+:18].[OH-:17]>>[NH:1]([CH2:2][c:3]1[cH:4][c:5]([O:11][CH3:12])[n:6][c:7]([S:9][CH3:10])[n:8]1)[C:14]([CH3:13])=[O:15]. Reactants: C(C)OC(N(C)C)OCC (N,N-dimethylformamide-diethyl-acetal), ClC1=NC=C(C=C1)CN(C(=N)N[N+](=O)[O-])C (N-(2-chloropyrid-5-ylmethyl)-N-methyl-N'-nitroguanidine), CCCCCC (hexane). Solvent: O1CCOCC1 (dioxane). Run at temperature 130 celsius. The product is ClC1=NC=C(C=C1)CN(C(=N[N+](=O)[O-])N=CN(C)C)C (N-(2-Chloropyrid-5-ylmethyl)-N-methyl-N'-(N,N-dimethylaminomethylene)-N"-nitroguanidine). RXN SMILES: C(O[CH:4](OCC)[N:5]([CH3:7])[CH3:6])C.[Cl:11][C:12]1[CH:17]=[CH:16][C:15]([CH2:18][N:19]([CH3:26])[C:20]([NH:22][N+:23]([O-:25])=[O:24])=[NH:21])=[CH:14][N:13]=1.CCCCCC>O1CCOCC1>[Cl:11][C:12]1[CH:17]=[CH:16][C:15]([CH2:18][N:19]([CH3:26])[C:20]([N:21]=[CH:4][N:5]([CH3:7])[CH3:6])=[N:22][N+:23]([O-:25])=[O:24])=[CH:14][N:13]=1. Procedure details: Variant a): 1.5 g of N,N-dimethylformamide-diethyl-acetal are added to 2.43 g of N-(2-chloropyrid-5-ylmethyl)-N-methyl-N'-nitroguanidine in 75 ml of dioxane. The mixture is heated at 130° C. for 45 minutes and is then freed of solvent using a rotary evaporator. The crude product is chromatographed over silica gel using first ethyl acetate and then ethyl acetate/ethanol (5:1). A viscous oil is formed which, after the addition of hexane, yields crystals of the desired product (m.p.: 85°-89° C.). The reactants are C(C)(=O)[O-].[NH4+] (Ammonium acetate), COC=1C=C(C=CC1OC)C(CN1N=CC=C1C(=O)OCC)=O (ethyl 1-(2-(3,4-dimethoxyphenyl)-2-oxoethyl)-1H-pyrazole-5-carboxylate), C(C)(=O)[O-].[NH4+] (ammonium acetate). Run in C(C)(=O)O (Acetic Acid). Run at temperature 110 celsius. The product is COC=1C=C(C=CC1OC)C=1NC(C=2N(C1)N=CC2)=O (6-(3,4-dimethoxyphenyl)pyrazolo[1,5-a]pyrazin-4(5H)-one). RXN SMILES: C([O-])(=O)C.[NH4+:5].[CH3:6][O:7][C:8]1[CH:9]=[C:10]([C:16](=O)[CH2:17][N:18]2[C:22]([C:23]([O:25]CC)=O)=[CH:21][CH:20]=[N:19]2)[CH:11]=[CH:12][C:13]=1[O:14][CH3:15]>C(O)(=O)C>[CH3:6][O:7][C:8]1[CH:9]=[C:10]([C:16]2[NH:5][C:23](=[O:25])[C:22]3[N:18]([N:19]=[CH:20][CH:21]=3)[CH:17]=2)[CH:11]=[CH:12][C:13]=1[O:14][CH3:15] |f:0.1|. Reported procedure: Ammonium acetate (4.16 g, 54.0 mmol) was added to a solution of ethyl 1-(2-(3,4-dimethoxyphenyl)-2-oxoethyl)-1H-pyrazole-5-carboxylate 5.01 (195 mg, 0.61 mmol) in Acetic Acid (5.4 mL) at room temperature. Mixture was heated at 110° C. overnight. An additional 900 mg of ammonium acetate was added and mixture was heated at 110° C. for 3.5 hours, and then cooled to room temperature. Acetic acid was concentrated and residue was taken up in ethyl acetate and washed with 1:1 water/saturated NaHCO3 (aq... Reactants: BrN1C(CCC1=O)=O (N-bromosuccinimide), C1=CC=C(C=2C1=C1C=C3C=CC=CC3=CC1=CC2)C2=CC=C(C=O)C=C2 (4-benz[a]anthracen-4-ylbenzaldehyde), C(C)O (ethanol). Solvent: CN(C)C=O (DMF). Run at time 3 hour. The product is BrC=1C2=CC=C3C(=C2C=C2C=CC=CC12)C=CC=C3C3=CC=C(C=O)C=C3 (4-(7-Bromobenz[a]anthracen-4-yl)benzaldehyde). Reaction SMILES: [Br:1]N1C(=O)CCC1=O.[CH:9]1[C:14]2=[C:15]3[C:24](=[CH:25][CH:26]=[C:13]2[C:12]([C:27]2[CH:34]=[CH:33][C:30]([CH:31]=[O:32])=[CH:29][CH:28]=2)=[CH:11][CH:10]=1)[CH:23]=[C:22]1[C:17]([CH:18]=[CH:19][CH:20]=[CH:21]1)=[CH:16]3.C(O)C>CN(C=O)C>[Br:1][C:23]1[C:24]2[C:15]([CH:16]=[C:17]3[C:22]=1[CH:21]=[CH:20][CH:19]=[CH:18]3)=[C:14]1[CH:9]=[CH:10][CH:11]=[C:12]([C:27]3[CH:28]=[CH:29][C:30]([CH:31]=[O:32])=[CH:33][CH:34]=3)[C:13]1=[CH:26][CH:25]=2. Procedure details: 29.4 g (165 mmol) of N-bromosuccinimide are added at 100° C. to a suspension of 49 g (150 mmol) of 4-benz[a]anthracen-4-ylbenzaldehyde in 800 ml of DMF. After 3 h, 500 ml of ethanol are added at room temperature, and the solid is filtered off with suction, washed with ethanol and dried. Yield: 49.3 g (119 mmol), 79%. As a reaction SMILES: [CH3:24][c:25]1[n:26][cH:27][c:28]([CH:31]=[CH2:32])[cH:29][cH:30]1.[CH3:35][N:36]1[CH2:37][CH2:38][CH2:39][C:40]1=[O:41].[F:1][CH:2]([c:3]1[cH:4][cH:5][c:6]([N:9]2[CH2:10][c:11]3[c:12]([nH:13][c:14]4[cH:15][cH:16][c:17]([CH3:20])[cH:18][c:19]34)[CH2:21][CH2:22]2)[cH:7][cH:8]1)[F:23].[K+:34].[OH-:33]>>[F:1][CH:2]([c:3]1[cH:4][cH:5][c:6]([N:9]2[CH2:10][c:11]3[c:12]([n:13]([CH2:32][CH2:31][c:28]4[cH:27][n:26][c:25]([CH3:24])[cH:30][cH:29]4)[c:14]4[cH:15][cH:16][c:17]([CH3:20])[cH:18][c:19]34)[CH2:21][CH2:22]2)[cH:7][cH:8]1)[F:23]. The reactants are C=Cc1ccc(C)nc1, CN1CCCC1=O, Cc1ccc2[nH]c3c(c2c1)CN(c1ccc(C(F)F)cc1)CC3, [K+], [OH-]. Product: Cc1ccc2c(c1)c1c(n2CCc2ccc(C)nc2)CCN(c2ccc(C(F)F)cc2)C1. The reactants are [N+](=O)([O-])C1=CC=C(OC(C(=O)Cl)CCCCCCCCCCCC)C=C1 (2-(p-nitrophenoxy]-myristoyl chloride), C(C1=CC=CC=C1)(=O)NC1=C(C=C(C(=C1)Cl)N)O (2-benzamido-4-chloro-5-aminophenol). Run at temperature 5 celsius. Reaction SMILES: [N+:1]([C:4]1[CH:26]=[CH:25][C:7]([O:8][CH:9]([CH2:13][CH2:14][CH2:15][CH2:16][CH2:17][CH2:18][CH2:19][CH2:20][CH2:21][CH2:22][CH2:23][CH3:24])[C:10](Cl)=[O:11])=[CH:6][CH:5]=1)([O-:3])=[O:2].[C:27]([NH:35][C:36]1[CH:41]=[C:40]([Cl:42])[C:39]([NH2:43])=[CH:38][C:37]=1[OH:44])(=[O:34])[C:28]1[CH:33]=[CH:32][CH:31]=[CH:30][CH:29]=1>O1CCCC1>[C:27]([NH:35][C:36]1[CH:41]=[C:40]([Cl:42])[C:39]([NH:43][C:10](=[O:11])[CH:9]([O:8][C:7]2[CH:25]=[CH:26][C:4]([N+:1]([O-:3])=[O:2])=[CH:5][CH:6]=2)[CH2:13][CH2:14][CH2:15][CH2:16][CH2:17][CH2:18][CH2:19][CH2:20][CH2:21][CH2:22][CH2:23][CH3:24])=[CH:38][C:37]=1[OH:44])(=[O:34])[C:28]1[CH:29]=[CH:30][CH:31]=[CH:32][CH:33]=1. Procedure details: An amount of 843 g (2.1 mol) of 2-(p-nitrophenoxy]-myristoyl chloride is added dropwise in 60 min to a cooled (0°-5° C.) solution of 525 g (2 mol) of 2-benzamido-4-chloro-5-aminophenol in 6 l of tetrahydrofuran and 220 ml of quninoline. The temperature of the reaction mixture is kept below 10° C. The precipitate of quinoline hydrochloride is filtered off. The filtrate is concentrated by evaporation. The residual oil is poured out in 5 l of hot (50° C.) acetonitrile. Upon cooling to 5° C. a preci... The product is C(C1=CC=CC=C1)(=O)NC1=C(C=C(C(=C1)Cl)NC(C(CCCCCCCCCCCC)OC1=CC=C(C=C1)[N+](=O)[O-])=O)O (2-benzamido-4-chloro-5-[2-(p-nitrophenoxy]-myristamido]-phenol). The solvent is O1CCCC1 (tetrahydrofuran).